Dataset: the Open Reaction Database (ORD), a public repository of structured organic reaction records. Task: describe an organic reaction: reactants, conditions, products, and yield As a reaction SMILES: [Al+3:2].[CH3:7][NH:8][c:9]1[n:10][c:11]([S:17][CH3:18])[n:12][cH:13][c:14]1[C:15]#[N:16].[H-:1].[H-:4].[H-:5].[H-:6].[Li+:3].[NH4+:19].[NH4+:20].[O-:21][S:22](=[O:23])(=[O:24])[O-:25].[O:26]1[CH2:27][CH2:28][CH2:29][CH2:30]1>>[CH3:7][NH:8][c:9]1[n:10][c:11]([S:17][CH3:18])[n:12][cH:13][c:14]1[CH2:15][NH2:16]. Product: CNc1nc(SC)ncc1CN. Starting materials: [Al+3], CNc1nc(SC)ncc1C#N, [H-], [H-], [H-], [H-], [Li+], [NH4+], [NH4+], O=S(=O)([O-])[O-], C1CCOC1. Starting materials: COC(COC1=CC=C(C=2N(C3=CC=CC(=C3C12)C(N)=O)CC1=CC=CC=C1)C)=O ([9-benzyl-5-carbamoyl-1-methylcarbazol-4-yl]oxyacetic acid methyl ester), [OH-].[Na+] (sodium hydroxide). Run in O1CCCC1 (tetrahydrofuran), CO (methanol). Reaction conditions: time 8 hour. Yields the product C(C1=CC=CC=C1)N1C2=CC=CC(=C2C=2C(=CC=C(C12)C)OCC(=O)O)C(N)=O ([9-benzyl-5-carbamoyl-1-methylcarbazol-4-yl]oxyacetic acid). Yield: 87.4%. As a reaction SMILES: C[O:2][C:3](=[O:30])[CH2:4][O:5][C:6]1[C:18]2[C:17]3[C:12](=[CH:13][CH:14]=[CH:15][C:16]=3[C:19](=[O:21])[NH2:20])[N:11]([CH2:22][C:23]3[CH:28]=[CH:27][CH:26]=[CH:25][CH:24]=3)[C:10]=2[C:9]([CH3:29])=[CH:8][CH:7]=1.[OH-].[Na+]>O1CCCC1.CO>[CH2:22]([N:11]1[C:10]2[C:9]([CH3:29])=[CH:8][CH:7]=[C:6]([O:5][CH2:4][C:3]([OH:30])=[O:2])[C:18]=2[C:17]2[C:12]1=[CH:13][CH:14]=[CH:15][C:16]=2[C:19](=[O:21])[NH2:20])[C:23]1[CH:28]=[CH:27][CH:26]=[CH:25][CH:24]=1 |f:1.2|. Reported procedure: A slurry of 32 mg (0.0795 mmol) of [9-benzyl-5-carbamoyl-1-methylcarbazol-4-yl]oxyacetic acid methyl ester in 1 ml of tetrahydrofuran and 3.5 ml of methanol was treated with 0.3 ml of an aqueous 2 N sodium hydroxide solution and stirred overnight at room temperature. The solvent was evaporated and the residue was partitioned between 1:1 ethyl acetate/tetrahydrofuran and 0.2 N HCl solution. After another extraction with 1:1 ethyl acetate/tetrahydrofuran, the extracts were washed with brine, dried... The reactants are C1(C\C=C\CCCCCCCC1)=O (E-cyclododec-3-en-1-one), C1(C\C=C/CCCCCCCC1)=O (Z-cyclododec-3-en-1-one), C(=C)(C)[Mg]Br (isopropenylmagnesium bromide). Run in O1CCCC1 (tetrahydrofuran). Product: C(=C)(C)C1(C\C=C\CCCCCCCC1)O (E-1-isopropenylcyclododec-3-en-1-ol). As a reaction SMILES: [C:1]1(=[O:13])[CH2:12][CH2:11][CH2:10][CH2:9][CH2:8][CH2:7][CH2:6][CH2:5][CH:4]=[CH:3][CH2:2]1.[C:14]1(=O)[CH2:25]CCCCCCCC=C[CH2:15]1.C([Mg]Br)(C)=C>O1CCCC1>[C:14]([C:1]1([OH:13])[CH2:12][CH2:11][CH2:10][CH2:9][CH2:8][CH2:7][CH2:6][CH2:5][CH:4]=[CH:3][CH2:2]1)([CH3:25])=[CH2:15]. Procedure details: A mixture of mainly E-cyclododec-3-en-1-one (74%) and Z-cyclododec-3-en-1-one (19%) is treated with isopropenylmagnesium bromide in tetrahydrofuran, to form mainly E-1-isopropenylcyclododec-3-en-1-ol. The purified E-1-isopropenylcyclododec-3-en-1-ol is treated with potassium hydride in N,N-dimethylacetamide in the presence of 18-crown-6, that forms a mixture of diastereomeric 2-methyl-4-vinylcyclododecanone and E-2-methylcyclotetradec-5-en-1-one.